This data is from the Open Reaction Database (ORD), a public repository of structured organic reaction records. The task is: describe an organic reaction: reactants, conditions, products, and yield Starting materials: O=Cc1ncc(C(=O)NCc2ccc(F)cc2)c(O)c1OCc1ccccc1, [O-][Cl+][O-], NS(=O)(=O)O, [Na+], C1CCOC1, O. The product is O=C(NCc1ccc(F)cc1)c1cnc(C(=O)O)c(OCc2ccccc2)c1O. RXN SMILES: [CH2:10]([c:11]1[cH:12][cH:13][cH:14][cH:15][cH:16]1)[O:17][c:18]1[c:19]([CH:36]=[O:37])[n:20][cH:21][c:22]([C:23](=[O:24])[NH:25][CH2:26][c:27]2[cH:28][cH:29][c:30]([F:33])[cH:31][cH:32]2)[c:34]1[OH:35].[Cl+:1]([O-:2])[O-:3].[NH2:5][S:6](=[O:7])(=[O:8])[OH:9].[Na+:4].[O:39]1[CH2:40][CH2:41][CH2:42][CH2:43]1.[OH2:38]>>[CH2:10]([c:11]1[cH:12][cH:13][cH:14][cH:15][cH:16]1)[O:17][c:18]1[c:19]([C:36](=[O:37])[OH:38])[n:20][cH:21][c:22]([C:23](=[O:24])[NH:25][CH2:26][c:27]2[cH:28][cH:29][c:30]([F:33])[cH:31][cH:32]2)[c:34]1[OH:35]. The reactants are N#CC(=Cc1ccccc1)NC(=O)c1ccccc1, CC(=O)O. The product is N#CC(Cc1ccccc1)NC(=O)c1ccccc1. As a reaction SMILES: [C:1]([c:2]1[cH:3][cH:4][cH:5][cH:6][cH:7]1)(=[O:8])[NH:9][C:10]([C:11]#[N:12])=[CH:13][c:14]1[cH:15][cH:16][cH:17][cH:18][cH:19]1.[CH3:20][C:21](=[O:22])[OH:23]>>[C:1]([c:2]1[cH:3][cH:4][cH:5][cH:6][cH:7]1)(=[O:8])[NH:9][CH:10]([C:11]#[N:12])[CH2:13][c:14]1[cH:15][cH:16][cH:17][cH:18][cH:19]1. Starting materials: [Li]CCCC, CCOCC, Cl[Si](Cl)(c1ccccc1)c1ccccc1, O, O[SiH3], Brc1cccc2ccccc12. Product: O[Si](c1ccccc1)(c1ccccc1)c1cccc2ccccc12. As a reaction SMILES: [CH2:14]([Li:15])[CH2:16][CH2:17][CH3:18].[CH3:34][CH2:35][O:36][CH2:37][CH3:38].[Cl:19][Si:20]([c:21]1[cH:22][cH:23][cH:24][cH:25][cH:26]1)([c:27]1[cH:28][cH:29][cH:30][cH:31][cH:32]1)[Cl:33].[OH2:39].[SiH3:1][OH:2].[c:3]1([Br:13])[cH:4][cH:5][cH:6][c:7]2[cH:8][cH:9][cH:10][cH:11][c:12]12>>[OH:2][Si:20]([c:3]1[cH:4][cH:5][cH:6][c:7]2[cH:8][cH:9][cH:10][cH:11][c:12]12)([c:21]1[cH:22][cH:23][cH:24][cH:25][cH:26]1)[c:27]1[cH:28][cH:29][cH:30][cH:31][cH:32]1. As a reaction SMILES: [CH3:1][O:2][C:3]1[C:8]2[C:9]([C:12]3[CH:17]=[CH:16][C:15]([N:18]4[CH2:23][CH2:22][O:21][CH2:20][CH2:19]4)=[CH:14][CH:13]=3)=[N:10][NH:11][C:7]=2[CH:6]=[CH:5][N:4]=1.F[C:25]1[C:32]([F:33])=[CH:31][CH:30]=[CH:29][C:26]=1[C:27]#[N:28].C(=O)([O-])[O-].[K+].[K+].O>CN(C=O)C>[F:33][C:32]1[C:25]([N:11]2[C:7]3[CH:6]=[CH:5][N:4]=[C:3]([O:2][CH3:1])[C:8]=3[C:9]([C:12]3[CH:13]=[CH:14][C:15]([N:18]4[CH2:23][CH2:22][O:21][CH2:20][CH2:19]4)=[CH:16][CH:17]=3)=[N:10]2)=[C:26]([CH:29]=[CH:30][CH:31]=1)[C:27]#[N:28] |f:2.3.4|. Solvent: CN(C)C=O (DMF). The yield is 77.4%. The reactants are O (water), COC1=NC=CC2=C1C(=NN2)C2=CC=C(C=C2)N2CCOCC2 (4-methoxy-3-(4-(morpholin-4-yl)phenyl)-1H-pyrazolo[4,3-c]pyridine), FC1=C(C#N)C=CC=C1F (2,3-difluorobenzonitrile), C([O-])([O-])=O.[K+].[K+] (potassium carbonate). The product is FC=1C(=C(C#N)C=CC1)N1N=C(C=2C(=NC=CC21)OC)C2=CC=C(C=C2)N2CCOCC2 (3-fluoro-2-(4-methoxy-3-(4-(morpholin-4-yl)phenyl)-1H-pyrazolo[4,3-c]pyridin-1-yl)benzonitrile). Reported procedure: A solution of 4-methoxy-3-(4-(morpholin-4-yl)phenyl)-1H-pyrazolo[4,3-c]pyridine (355 mg), 2,3-difluorobenzonitrile (180 mg) and potassium carbonate in DMF (5 mL) was stirred at 100° C. for 2.5 hr. The reaction mixture was added to water, and the mixture was extracted with ethyl acetate. The organic layer was washed with saturated brine, dried over anhydrous sodium sulfate, and concentrated under reduced pressure. The resulting solid was washed with petroleum ether to give the title compound (380... Starting materials: CC(=O)Nc1ccc(B(O)O)cc1, Cn1c(CN2CCN(S(C)(=O)=O)CC2)nc2c(N3CCOCC3)nc(Cl)nc21. Product: CC(=O)Nc1ccc(-c2nc(N3CCOCC3)c3nc(CN4CCN(S(C)(=O)=O)CC4)n(C)c3n2)cc1. Reaction SMILES: [C:29]([CH3:30])(=[O:31])[NH:32][c:33]1[cH:34][cH:35][c:36]([B:39]([OH:40])[OH:41])[cH:37][cH:38]1.[Cl:1][c:2]1[n:3][c:4]([N:23]2[CH2:24][CH2:25][O:26][CH2:27][CH2:28]2)[c:5]2[n:6][c:7]([CH2:12][N:13]3[CH2:14][CH2:15][N:16]([S:19](=[O:20])(=[O:21])[CH3:22])[CH2:17][CH2:18]3)[n:8]([CH3:11])[c:9]2[n:10]1>>[c:2]1(-[c:36]2[cH:35][cH:34][c:33]([NH:32][C:29]([CH3:30])=[O:31])[cH:38][cH:37]2)[n:3][c:4]([N:23]2[CH2:24][CH2:25][O:26][CH2:27][CH2:28]2)[c:5]2[n:6][c:7]([CH2:12][N:13]3[CH2:14][CH2:15][N:16]([S:19](=[O:20])(=[O:21])[CH3:22])[CH2:17][CH2:18]3)[n:8]([CH3:11])[c:9]2[n:10]1.